This data is from the Open Reaction Database (ORD), a public repository of structured organic reaction records. The task is: describe an organic reaction: reactants, conditions, products, and yield The reactants are O1B(OCCC1)C1=CC=C(C(=O)NS(=O)(=O)C2=CC(=C(C=C2)NCCSC2=CC=CC=C2)[N+](=O)[O-])C=C1 (N-(4-(1,3,2-dioxaborinan-2-yl)benzoyl)-3-nitro-4-((2-(phenylthio)ethyl)amino)benzenesulfonamide), [OH-].[K+] (KOH). Solvent: C1CCOC1 (THF). Run at time 16 hour. Product: BC1=CC=C(C(=O)NS(=O)(=O)C2=CC(=C(C=C2)NCCSC2=CC=CC=C2)[N+](=O)[O-])C=C1 (N-(4-borylbenzoyl)-3-nitro-4-((2-(phenylthio)ethyl)amino)benzenesulfonamide). RXN SMILES: O1CCCO[B:2]1[C:7]1[CH:37]=[CH:36][C:10]([C:11]([NH:13][S:14]([C:17]2[CH:22]=[CH:21][C:20]([NH:23][CH2:24][CH2:25][S:26][C:27]3[CH:32]=[CH:31][CH:30]=[CH:29][CH:28]=3)=[C:19]([N+:33]([O-:35])=[O:34])[CH:18]=2)(=[O:16])=[O:15])=[O:12])=[CH:9][CH:8]=1.[OH-].[K+]>C1COCC1>[BH2:2][C:7]1[CH:8]=[CH:9][C:10]([C:11]([NH:13][S:14]([C:17]2[CH:22]=[CH:21][C:20]([NH:23][CH2:24][CH2:25][S:26][C:27]3[CH:32]=[CH:31][CH:30]=[CH:29][CH:28]=3)=[C:19]([N+:33]([O-:35])=[O:34])[CH:18]=2)(=[O:15])=[O:16])=[O:12])=[CH:36][CH:37]=1 |f:1.2|. Reported procedure: A solution of Example 214D (26.26 g, 48.5 mmol) in THF (250 mL) at room temperature was treated with 2M KOH (225 mL), stirred for 16 hours, and concentrated. The concentrate was purified by flash column chromatography on silica gel with 70-100% ethyl acetate/hexanes to provide the desired product. Reactants: Cl, O=N[O-], CONC(=O)c1ccc(C)c(N)c1, [Na+], O, Cl[Sn]Cl. Yields the product CONC(=O)c1ccc(C)c(NN)c1. RXN SMILES: [ClH:22].[N:14]([O-:15])=[O:16].[NH2:1][c:2]1[cH:3][c:4]([C:5](=[O:6])[NH:7][O:8][CH3:9])[cH:10][cH:11][c:12]1[CH3:13].[Na+:17].[OH2:21].[Sn:18]([Cl:19])[Cl:20]>>[NH:1]([c:2]1[cH:3][c:4]([C:5](=[O:6])[NH:7][O:8][CH3:9])[cH:10][cH:11][c:12]1[CH3:13])[NH2:14]. The reactants are CN(C)C=O, [H-], BrCc1ccc(I)cc1, O=C1CCCN1, [Na+]. The product is O=C1CCCN1Cc1ccc(I)cc1. Reaction SMILES: [CH3:18][N:19]([CH3:20])[CH:21]=[O:22].[H-:7].[I:9][c:10]1[cH:11][cH:12][c:13]([CH2:14][Br:15])[cH:16][cH:17]1.[NH:1]1[C:2](=[O:6])[CH2:3][CH2:4][CH2:5]1.[Na+:8]>>[N:1]1([CH2:14][c:13]2[cH:12][cH:11][c:10]([I:9])[cH:17][cH:16]2)[C:2](=[O:6])[CH2:3][CH2:4][CH2:5]1. The reactants are CC(=O)N1CCC(N(C(=O)Nc2ncc(SC#N)s2)C2CCC(C)CC2)CC1, ClCCN1CCCC1, OC(CS)C(O)CS. Yields the product CC(=O)N1CCC(N(C(=O)Nc2ncc(SCCN3CCCC3)s2)C2CCC(C)CC2)CC1. Reaction SMILES: [C:1]([CH3:2])(=[O:3])[N:4]1[CH2:5][CH2:6][CH:7]([N:10]([C:11](=[O:12])[NH:13][c:14]2[s:15][c:16]([S:19][C:20]#[N:21])[cH:17][n:18]2)[CH:22]2[CH2:23][CH2:24][CH:25]([CH3:28])[CH2:26][CH2:27]2)[CH2:8][CH2:9]1.[Cl:37][CH2:38][CH2:39][N:40]1[CH2:41][CH2:42][CH2:43][CH2:44]1.[SH:29][CH2:30][CH:31]([CH:32]([CH2:33][SH:34])[OH:35])[OH:36]>>[C:1]([CH3:2])(=[O:3])[N:4]1[CH2:5][CH2:6][CH:7]([N:10]([C:11](=[O:12])[NH:13][c:14]2[s:15][c:16]([S:19][CH2:20][CH2:39][N:40]3[CH2:41][CH2:42][CH2:43][CH2:44]3)[cH:17][n:18]2)[CH:22]2[CH2:23][CH2:24][CH:25]([CH3:28])[CH2:26][CH2:27]2)[CH2:8][CH2:9]1.